From a dataset of the Open Reaction Database (ORD), a public repository of structured organic reaction records. describe an organic reaction: reactants, conditions, products, and yield The reactants are BrCC1CC1, c1ccc2c(c1)CCC1CNCCC21, ClCCl. The product is c1ccc2c(c1)CCC1CN(CC3CC3)CCC21. As a reaction SMILES: [Br:15][CH2:16][CH:17]1[CH2:18][CH2:19]1.[CH2:1]1[CH2:2][NH:3][CH2:4][CH:5]2[CH2:6][CH2:7][c:8]3[c:9]([cH:11][cH:12][cH:13][cH:14]3)[CH:10]12.[Cl:20][CH2:21][Cl:22]>>[CH2:1]1[CH2:2][N:3]([CH2:16][CH:17]2[CH2:18][CH2:19]2)[CH2:4][CH:5]2[CH2:6][CH2:7][c:8]3[c:9]([cH:11][cH:12][cH:13][cH:14]3)[CH:10]12. Starting materials: NCC=CC=1NC(C=2C3=C(C=CC2C1C)N=C(N3C)NC3=C(C=CC=C3Cl)Cl)=O (7-(3-Aminopropen-1-yl)-2-(2,6dichlorophenylamino)-1,6-dimethyl-1,8-dihydro-imidazo[4,5-h]-isoquinolin-9-one), C1(=CC=CC=C1)N=C=O (phenyl isocyanate). The solvent is CN(C)C=O (DMF). The product is ClC1=C(C(=CC=C1)Cl)NC=1N(C2=C(C=CC=3C(=C(NC(C23)=O)CC=CNC(=O)NC2=CC=CC=C2)C)N1)C (1-{3-[2-(2,6-dichlorophenylamino)-1,6-dimethyl-9-oxo-8,9-dihydro-1-H-imidazo[4,5-h]isoquinolin-7-yl]-propenyl}-3-phenyl urea). Isolated yield 86.8%. RXN SMILES: [NH2:1][CH2:2][CH:3]=[CH:4][C:5]1[NH:6][C:7](=[O:29])[C:8]2[C:9]3[N:18]([CH3:19])[C:17]([NH:20][C:21]4[C:26]([Cl:27])=[CH:25][CH:24]=[CH:23][C:22]=4[Cl:28])=[N:16][C:10]=3[CH:11]=[CH:12][C:13]=2[C:14]=1[CH3:15].[C:30]1([N:36]=[C:37]=[O:38])[CH:35]=[CH:34][CH:33]=[CH:32][CH:31]=1>CN(C=O)C>[Cl:28][C:22]1[CH:23]=[CH:24][CH:25]=[C:26]([Cl:27])[C:21]=1[NH:20][C:17]1[N:18]([CH3:19])[C:9]2[C:8]3[C:7](=[O:29])[NH:6][C:5]([CH2:4][CH:3]=[CH:2][NH:1][C:37]([NH:36][C:30]4[CH:35]=[CH:34][CH:33]=[CH:32][CH:31]=4)=[O:38])=[C:14]([CH3:15])[C:13]=3[CH:12]=[CH:11][C:10]=2[N:16]=1. Reported procedure: A solution of the product of Example 28 (50 mg, 0.12 mmol) and phenyl isocyanate (17 mg, 0.13 mmol) in DMF (2 mL) was heated at 60° C. for 10 h. The resulting precipitate was filtered, triturated with MeOH/CH2Cl2 (90:10), and dried to provide the title compound (57 mg, 89%) mp>290° C.; MS (ES) 547 (MH+). Starting materials: Cc1cccc(C)c1CNc1cc(C(=O)NCCO)cn2c(C)c(C)nc12, CS(=O)(=O)O, CCO. The product is Cc1cccc(C)c1CNc1cc(C(=O)NCCO)cn2c(C)c(C)nc12, CS(=O)(=O)O. As a reaction SMILES: [CH3:1][c:2]1[n:3][c:4]2[n:5]([cH:6][c:7]([C:20](=[O:21])[NH:22][CH2:23][CH2:24][OH:25])[cH:8][c:9]2[NH:10][CH2:11][c:12]2[c:13]([CH3:19])[cH:14][cH:15][cH:16][c:17]2[CH3:18])[c:26]1[CH3:27].[CH3:28][S:29]([OH:30])(=[O:31])=[O:32].[CH3:33][CH2:34][OH:35]>>[CH3:1][c:2]1[n:3][c:4]2[n:5]([cH:6][c:7]([C:20](=[O:21])[NH:22][CH2:23][CH2:24][OH:25])[cH:8][c:9]2[NH:10][CH2:11][c:12]2[c:13]([CH3:19])[cH:14][cH:15][cH:16][c:17]2[CH3:18])[c:26]1[CH3:27].[CH3:28][S:29](=[O:30])(=[O:31])[OH:32]. The reactants are BrN1C(CCC1=O)=O (NBS), BrN1C(CCC1=O)=O (N-bromosuccinimide), ClCCCl (1,2-dichloroethane), BrN1C(CCC1=O)=O (NBS), COC1=CN=CC2=CC=CC=C12 (4-methoxy isoquinoline), BrN1C(CCC1=O)=O (NBS). Yields the product ClC1=NC(=C(C2=CC=CC=C12)OC)Br (1-chloro-3-bromo-4-methoxy isoquinoline), material. Yield: 54.0%. Reaction SMILES: [Br:1]N1C(=O)CCC1=O.[CH3:9][O:10][C:11]1[C:20]2C(=[CH:16][CH:17]=[CH:18][CH:19]=2)C=[N:13][CH:12]=1.[Cl:21][CH2:22][CH2:23]Cl>>[Cl:21][C:22]1[C:23]2[C:20](=[CH:19][CH:18]=[CH:17][CH:16]=2)[C:11]([O:10][CH3:9])=[C:12]([Br:1])[N:13]=1. Procedure: The material (Example 222a) was subjected to NBS bromination, thus 4-methoxy isoquinoline (Example 222a, 2.1 gm, 13.2 mmol) in 1,2-dichloroethane (DCE, 150 mL) was treated with N-bromosuccinimide (NBS, 1.5 gm, 8.4 mmol, 0.6X) at 70° C. for an hr followed by addition of second portion of 1.5 gm NBS. The dark brownish mixture was stirred for another hr before the addition of third portion of 1.0 gm NBS. The bromination was monitored by LC-MS until there was no starting material left. The crude mix... The reactants are O (water), C(C1=CC=CC=C1)(=O)OCC (ethyl benzoate), C(C)#N (acetonitrile), [O-]CC.[Na+] (sodium ethoxide). The solvent is C1(=CC=CC=C1)C (toluene). Conditions: time 29 hour. The product is C(C1=CC=CC=C1)(=O)CC#N (Benzoyl acetonitrile). RXN SMILES: [O-]CC.[Na+].[C:5]([O:13]CC)(=O)[C:6]1[CH:11]=[CH:10][CH:9]=[CH:8][CH:7]=1.[C:16](#[N:18])[CH3:17].O>C1(C)C=CC=CC=1>[C:5]([CH2:17][C:16]#[N:18])(=[O:13])[C:6]1[CH:7]=[CH:8][CH:9]=[CH:10][CH:11]=1 |f:0.1|. Procedure details: To a suspension of sodium ethoxide (34.0 g. 0.500 mole) in dry toluene (200 mL were added ethyl benzoate (71.4 mL, 0.500 mole) and dry acetonitrile (32 mL, 0.60 mole). The mixture was mechanically stirred under nitrogen at 105°-110° C. for 29 hours, during which time it became quite viscous. After cooling to room temperature, water (300 mL) was added and the mixture was washed with ethyl ether (2×100 mL). The aqueous layer was then acidified to pH 5-6 with con. aq. HCl (required 30-35 mL) and th...